Dataset: the Open Reaction Database (ORD), a public repository of structured organic reaction records. Task: describe an organic reaction: reactants, conditions, products, and yield The reactants are ClC1=C(SC=C1)C(=O)NNC(C1=CN=CC=C1)=O (Nicotinic acid N′-(3-chloro-thiophene-2-carbonyl)-hydrazide), 3-chloro-thiophene-2-carbonyl hydrazide, Cl.C(C1=CN=CC=C1)(=O)Cl (nicotinoyl chloride hydrochloride). The product is ClC1=C(SC=C1)C=1OC(=NN1)C=1C=NC=CC1 (2-(3-Chloro-thiophen-2-yl)-5-(pyridin-3-yl)-[1,3,4]-oxadiazole), white solid. Isolated yield 68.0%. As a reaction SMILES: [Cl:1][C:2]1[CH:6]=[CH:5][S:4][C:3]=1[C:7]([NH:9][NH:10][C:11](=[O:18])[C:12]1[CH:17]=[CH:16][CH:15]=[N:14][CH:13]=1)=O.Cl.C(Cl)(=O)C1C=CC=NC=1>>[Cl:1][C:2]1[CH:6]=[CH:5][S:4][C:3]=1[C:7]1[O:18][C:11]([C:12]2[CH:13]=[N:14][CH:15]=[CH:16][CH:17]=2)=[N:10][N:9]=1 |f:1.2|. Procedure details: Nicotinic acid N′-(3-chloro-thiophene-2-carbonyl)-hydrazide: The title compound was prepared from 3-chloro-thiophene-2-carbonyl hydrazide (70 mg, 0.40 mmol) and nicotinoyl chloride hydrochloride (348 mg, 1.96 mmol) similar to Example 84b, and yielded 76 mg (68%) of white solid. 1H NMR (DMSO-d6): 10.82 (s, 1H), 10.33 (s, 1H), 9.07 (s, 1H), 8.79 (d, J=3.84 Hz, 1H), 8.26 (d, J=6.87 Hz, 1H), 7.93 (d, J=5.22 Hz, 1H), 7.58 (dd, J=7.55, 4.53 Hz, 1H), 7.23 (d, J=4.95 Hz, 1H). Starting materials: [H-].[H-].[H-].[H-].[Li+].[Al+3] (LAH), ClC1=CC=C(C=C1)C1=C(SC(=C1)Cl)COC1=C(C(=C(C=C1)CCC(=O)OCC)C)C (ethyl 3-(4-((3-(4-chlorophenyl)-5-chlorothiophen-2-yl)methoxy)-2,3-dimethyl phenyl)propanoate). Product: ClC1=CC(=C(S1)COC1=C(C(=C(C=C1)CCCO)C)C)C1=CC=C(C=C1)Cl (3-(4-[[5-chloro-3-(4-chlorophenyl)thiophen-2-yl]methoxy]-2,3-dimethylphenyl)propan-1-ol). As a reaction SMILES: [H-].[H-].[H-].[H-].[Li+].[Al+3].[Cl:7][C:8]1[CH:13]=[CH:12][C:11]([C:14]2[CH:18]=[C:17]([Cl:19])[S:16][C:15]=2[CH2:20][O:21][C:22]2[CH:27]=[CH:26][C:25]([CH2:28][CH2:29][C:30](OCC)=[O:31])=[C:24]([CH3:35])[C:23]=2[CH3:36])=[CH:10][CH:9]=1>>[Cl:19][C:17]1[S:16][C:15]([CH2:20][O:21][C:22]2[CH:27]=[CH:26][C:25]([CH2:28][CH2:29][CH2:30][OH:31])=[C:24]([CH3:35])[C:23]=2[CH3:36])=[C:14]([C:11]2[CH:10]=[CH:9][C:8]([Cl:7])=[CH:13][CH:12]=2)[CH:18]=1 |f:0.1.2.3.4.5|. Procedure: The title compound was prepared according to the procedure described in Example 223 by LAH reduction of ethyl 3-(4-((3-(4-chlorophenyl)-5-chlorothiophen-2-yl)methoxy)-2,3-dimethyl phenyl)propanoate to give the desired product as off-white oil. 1H NMR (300 MHz, CD3OD) δ 7.38 (s, 4H), 7.06 (s, 1H), 6.89 (d, J=8.4 Hz, 1H), 6.62 (d, J=8.4 Hz, 1H), 5.05 (s, 2H), 3.58 (t, J=6.3 Hz, 2H), 2.64 (t, J=7.5 Hz, 2H), 2.21 (s, 3H), 2.14 (s, 3H), 1.76 (t, J=7.5 Hz, 2H). Mass spectrum (ESI, m/z): Calcd. for C22... Reaction SMILES: [Br:26][CH2:27][CH2:28][N:29]([CH3:30])[CH3:31].[BrH:25].[CH2:1]([c:2]1[cH:3][cH:4][cH:5][cH:6][cH:7]1)[O:8][c:9]1[n:10][nH:11][cH:12][c:13]1-[c:14]1[cH:15][cH:16][c:17]([N+:20](=[O:21])[O-:22])[cH:18][cH:19]1.[CH3:33][N:34]([CH3:35])[CH:36]=[O:37].[H-:23].[Na+:24].[OH2:32]>>[CH2:1]([c:2]1[cH:3][cH:4][cH:5][cH:6][cH:7]1)[O:8][c:9]1[n:10][n:11]([CH2:27][CH2:28][N:29]([CH3:30])[CH3:31])[cH:12][c:13]1-[c:14]1[cH:15][cH:16][c:17]([N+:20](=[O:21])[O-:22])[cH:18][cH:19]1. The reactants are CN(C)CCBr, Br, O=[N+]([O-])c1ccc(-c2c[nH]nc2OCc2ccccc2)cc1, CN(C)C=O, [H-], [Na+], O. Product: CN(C)CCn1cc(-c2ccc([N+](=O)[O-])cc2)c(OCc2ccccc2)n1. Starting materials: C(C)(C)N(CC)C(C)C (diisopropylethylamine), O=C1NC2=C(SC1)C=CC(=N2)C(=O)O (3-oxo-3,4-dihydro-2H-pyrido[3,2-b][1,4]thiazine-6-carboxylic acid), O.OC1=CC=CC=2NN=NC21 (hydroxybenzotriazole hydrate), C(CCl)Cl (EDC), NC[C@@H]1[C@@H](CN(C1)CCC1=C(C=NC2=CC=C(N=C12)OC)F)O ((3S,4S)-4-(aminomethyl)-1-{2-[3-fluoro-6-(methyloxy)-1,5-naphthyridin-4-yl]ethyl}-3-pyrrolidinol). The solvent is CN(C)C=O (DMF). Run at time 18 hour. Yields the product FC=1C=NC2=CC=C(N=C2C1CCN1C[C@@H](CC1)CNC(=O)C=1C=CC=2SCC(NC2N1)=O)OC (N-[((3S)-1-{2-[3-fluoro-6-(methyloxy)-1,5-naphthyridin-4-yl]ethyl}-3-pyrrolidinyl)methyl]-3-oxo-3,4-dihydro-2H-pyrido[3,2-b][1,4]thiazine-6-carboxamide). Isolated yield 17.8%. As a reaction SMILES: [NH2:1][CH2:2][C@H:3]1[CH2:7][N:6]([CH2:8][CH2:9][C:10]2[C:19]3[C:14](=[CH:15][CH:16]=[C:17]([O:20][CH3:21])[N:18]=3)[N:13]=[CH:12][C:11]=2[F:22])[CH2:5][C@H:4]1O.C(N(C(C)C)CC)(C)C.[O:33]=[C:34]1[CH2:39][S:38][C:37]2[CH:40]=[CH:41][C:42]([C:44](O)=[O:45])=[N:43][C:36]=2[NH:35]1.O.OC1C2N=NNC=2C=CC=1.C(Cl)CCl>CN(C=O)C>[F:22][C:11]1[CH:12]=[N:13][C:14]2[C:19]([C:10]=1[CH2:9][CH2:8][N:6]1[CH2:5][CH2:4][C@@H:3]([CH2:2][NH:1][C:44]([C:42]3[CH:41]=[CH:40][C:37]4[S:38][CH2:39][C:34](=[O:33])[NH:35][C:36]=4[N:43]=3)=[O:45])[CH2:7]1)=[N:18][C:17]([O:20][CH3:21])=[CH:16][CH:15]=2 |f:3.4|. Procedure: To a stirred solution of (3S,4S)-4-(aminomethyl)-1-{2-[3-fluoro-6-(methyloxy)-1,5-naphthyridin-4-yl]ethyl}-3-pyrrolidinol (105 mg, 0.34 mmole) in dry in DMF (25 mL) at RT was added diisopropylethylamine (0.18 mL, 1.02 mmole), 3-oxo-3,4-dihydro-2H-pyrido[3,2-b][1,4]thiazine-6-carboxylic acid (0.93 mg, 0.44 mmole), hydroxybenzotriazole hydrate (51 mg, 0.38 mmole) and EDC (73 mg, 0.38 mmole). After 18 h, the reaction contents were concentrated under high vacuum. Purification on silica (CHCl3/MeOH, ... The reactants are FC1=CC=C(CN)C=C1 (4-fluorobenzylamine), ClC=1C2=C(N=C(N1)C1=NC=CC=C1)SC=C2C (4-chloro-2-(pyridin-2-yl)-5-methyl-thieno-[2,3-d]-pyrimidine). Product: N1=C(C=CC=C1)C=1N=C(C2=C(N1)SC=C2C)NCC2=CC=C(C=C2)F (2-(pyridin-2-yl)-4-(4-fluorobenzylamino)-5-methyl-thieno-[2,3-d]-pyrimidine). Reaction SMILES: [F:1][C:2]1[CH:9]=[CH:8][C:5]([CH2:6][NH2:7])=[CH:4][CH:3]=1.Cl[C:11]1[C:12]2[C:25]([CH3:26])=[CH:24][S:23][C:13]=2[N:14]=[C:15]([C:17]2[CH:22]=[CH:21][CH:20]=[CH:19][N:18]=2)[N:16]=1>>[N:18]1[CH:19]=[CH:20][CH:21]=[CH:22][C:17]=1[C:15]1[N:16]=[C:11]([NH:7][CH2:6][C:5]2[CH:8]=[CH:9][C:2]([F:1])=[CH:3][CH:4]=2)[C:12]2[C:25]([CH3:26])=[CH:24][S:23][C:13]=2[N:14]=1. Procedure details: With the procedure of Example 1, the reaction of 4-fluorobenzylamine with 4-chloro-2-(pyridin-2-yl)-5-methyl-thieno-[2,3-d]-pyrimidine yields 2-(pyridin-2-yl)-4-(4-fluorobenzylamino)-5-methyl-thieno-[2,3-d]-pyrimidine.